This data is from the Open Reaction Database (ORD), a public repository of structured organic reaction records. The task is: describe an organic reaction: reactants, conditions, products, and yield The reactants are CCCCCc1ccc(-c2ccc(-c3ncc(OCC(O)C(F)(F)F)cn3)cc2)cc1, ClCCl, CCCCC(=O)O, CN(C)c1ccncc1, C(=NC1CCCCC1)=NC1CCCCC1. Product: CCCCCc1ccc(-c2ccc(-c3ncc(OCC(OC(=O)CCCC)C(F)(F)F)cn3)cc2)cc1. As a reaction SMILES: [CH2:1]([CH2:2][CH2:3][CH2:4][CH3:5])[c:6]1[cH:7][cH:8][c:9](-[c:12]2[cH:13][cH:14][c:15](-[c:18]3[n:19][cH:20][c:21]([O:24][CH2:25][CH:26]([C:27]([F:28])([F:29])[F:30])[OH:31])[cH:22][n:23]3)[cH:16][cH:17]2)[cH:10][cH:11]1.[CH2:63]([Cl:64])[Cl:65].[CH3:32][CH2:33][CH2:34][CH2:35][C:36]([OH:37])=[O:38].[CH3:54][N:55]([c:56]1[cH:57][cH:58][n:59][cH:60][cH:61]1)[CH3:62].[CH:39]1([N:40]=[C:41]=[N:42][CH:43]2[CH2:44][CH2:45][CH2:46][CH2:47][CH2:48]2)[CH2:49][CH2:50][CH2:51][CH2:52][CH2:53]1>>[CH2:1]([CH2:2][CH2:3][CH2:4][CH3:5])[c:6]1[cH:7][cH:8][c:9](-[c:12]2[cH:13][cH:14][c:15](-[c:18]3[n:19][cH:20][c:21]([O:24][CH2:25][CH:26]([C:27]([F:28])([F:29])[F:30])[O:31][C:36]([CH2:35][CH2:34][CH2:33][CH3:32])=[O:37])[cH:22][n:23]3)[cH:16][cH:17]2)[cH:10][cH:11]1. Reactants: IC1=C(C[C@H](N)C(=O)[O-])C=CC(=C1)[N+](=O)[O-] (2-iodo-4-nitro-L-phenylalaninate), C1(=C(C=CC=C1)P)C (ortho-tolylphosphine), crude product, Pd(C), C1=CCCC1 (cyclopentene), C1(=CC=CC=C1)C (toluene), olefin. Reagents/catalysts: CC(=O)[O-].CC(=O)[O-].[Pd+2] (Pd(OAc)2). Solvent: CCOC(=O)C (EtOAc), CCN(CC)CC (Et3N), CCCCCC (hexane), CO (MeOH). Run at time 24 hour. Product: NC1=CC(=C(C[C@H](N)C(=O)OCC)C=C1)C1CCCC1 (ethyl 4-amino-2-cyclopentyl-L-phenylalaninate). RXN SMILES: I[C:2]1[CH:13]=[C:12]([N+:14]([O-])=O)[CH:11]=[CH:10][C:3]=1[CH2:4][C@@H:5]([C:7]([O-:9])=[O:8])[NH2:6].[CH:17]1[CH2:21][CH2:20][CH2:19][CH:18]=1.[C:22]1(C)C=CC=C[CH:23]=1.C1(C)C=CC=CC=1P>CC([O-])=O.CC([O-])=O.[Pd+2].CO.CCOC(C)=O.CCCCCC.CCN(CC)CC>[NH2:14][C:12]1[CH:11]=[CH:10][C:3]([CH2:4][C@@H:5]([C:7]([O:9][CH2:22][CH3:23])=[O:8])[NH2:6])=[C:2]([CH:17]2[CH2:21][CH2:20][CH2:19][CH2:18]2)[CH:13]=1 |f:4.5.6|. Procedure details: According to example 151, 1.65 g of ethyl N-(benzyloxy)carbonyl)2-iodo-4-nitro-L-phenylalaninate was subjected to Heck coupling with 20 mL of cyclopentene using 60 mL of toluene, 0.074 g of Pd(OAc)2, 0.20 g of ti-ortho-tolylphosphine, and 0.51 mL of Et3N. The reaction was carried out at 110° C. for 24 h. Analysis of the crude product by tlc (SiO2, 8:2 hexane:EtOAc) indicated a major product at Rf=0.40 and minor components at Rf=0.38, 0.60, and 0.95. The Rf=0.40 material was isolated by flash chr... The product is O(C1=CC=CC=C1)C(C(Cl)(Cl)Cl)NC(C1=C(C=CC=C1)OC(NC)=O)=O (N-(1'-phenoxy-2',2',2'-trichloroethyl)-2-methylcarbamoyloxybenzamide). Yield: 36.3%. Reaction conditions: time 8 hour. Run in CC(=O)C (acetone). Reported procedure: 10 g of N-(1'-phenoxy-2',2',2'-trichloroethyl)-2-hydroxybenzamide and 1.8 g of methyl isocyanate were dissolved in 150 mml of acetone. Two or three drops of triethylamine were added to the solution under stirring. After allowing to stand overnight, the reaction mixture was poured into water and the crystals which thus resulted were recrystallized from methanol to obtain 4.2 g of N-(1'-phenoxy-2',2',2'-trichloroethyl)-2-methylcarbamoyloxybenzamide as white crystals. Melting point: 138°-141° C. Reactants: O(C1=CC=CC=C1)C(C(Cl)(Cl)Cl)NC(C1=C(C=CC=C1)O)=O (N-(1'-phenoxy-2',2',2'-trichloroethyl)-2-hydroxybenzamide), CN=C=O (methyl isocyanate), O (water). RXN SMILES: [O:1]([CH:8]([NH:13][C:14](=[O:22])[C:15]1[CH:20]=[CH:19][CH:18]=[CH:17][C:16]=1[OH:21])[C:9]([Cl:12])([Cl:11])[Cl:10])[C:2]1[CH:7]=[CH:6][CH:5]=[CH:4][CH:3]=1.[CH3:23][N:24]=[C:25]=[O:26].O>CC(C)=O.C(N(CC)CC)C>[O:1]([CH:8]([NH:13][C:14](=[O:22])[C:15]1[CH:20]=[CH:19][CH:18]=[CH:17][C:16]=1[O:21][C:25](=[O:26])[NH:24][CH3:23])[C:9]([Cl:10])([Cl:11])[Cl:12])[C:2]1[CH:7]=[CH:6][CH:5]=[CH:4][CH:3]=1. Reagents/catalysts: C(C)N(CC)CC (triethylamine). Reactants: C(C)(C)(C)C1=CC2=C(C3=CC=CC=C3C(=C2C=C1)Br)Br (2-(t-butyl)-9,10-dibromoanthracene), C1=C(C=CC2=CC=CC=C12)B(O)O (2-naphthylboronic acid), C([O-])([O-])=O.[K+].[K+] (potassium carbonate), C(C)(C)(C)C1=CC2=CC3=CC=CC=C3C=C2C=C1 (2-(t-butyl)anthracene), BrNC(CCC(=O)N)=O (N-bromosuccinamide). Solvent: C(C)O (ethanol), C1(=CC=CC=C1)C (toluene), O (water), CN(C=O)C (dimethylformamide), CN(C=O)C (dimethylformamide). Run at time 3 hour. Yields the product CC(C)(C)C1=CC2=C(C3=CC=CC=C3C(=C2C=C1)C4=CC5=CC=CC=C5C=C4)C6=CC7=CC=CC=C7C=C6 (TBADN). Reaction SMILES: [C:1]([C:5]1[CH:18]=[CH:17][C:16]2[C:7](=[CH:8][C:9]3[C:14]([CH:15]=2)=[CH:13][CH:12]=[CH:11][CH:10]=3)[CH:6]=1)([CH3:4])([CH3:3])[CH3:2].BrNC(=O)CCC(N)=O.C(C1C=C[C:43]2[C:34](=[C:35](Br)[C:36]3[C:41]([C:42]=2Br)=[CH:40][CH:39]=[CH:38][CH:37]=3)C=1)(C)(C)C.[CH:48]1[C:57]2[C:52](=[CH:53][CH:54]=[CH:55][CH:56]=2)[CH:51]=[CH:50][C:49]=1B(O)O.C(=O)([O-])[O-].[K+].[K+]>CN(C)C=O.C(O)C.C1(C)C=CC=CC=1.O>[CH3:3][C:1]([C:5]1[CH:18]=[CH:17][C:16]2[C:7](=[C:8]([C:43]3[CH:34]=[CH:35][C:36]4[C:41](=[CH:40][CH:39]=[CH:38][CH:37]=4)[CH:42]=3)[C:9]3[C:14]([C:15]=2[C:50]2[CH:49]=[CH:48][C:57]4[C:52](=[CH:53][CH:54]=[CH:55][CH:56]=4)[CH:51]=2)=[CH:13][CH:12]=[CH:11][CH:10]=3)[CH:6]=1)([CH3:4])[CH3:2] |f:4.5.6|. Reported procedure: The 2-(t-butyl)anthracene (6.11g, 26.07 mmol) was placed into a 250 mL round bottom flask and was dissolved in dimethylformamide (80 mL) and was cooled on an ice bath. The N-bromosuccinamide (9.28g, 52.15 mmol) was dissolved in dimethylformamide (20 mL) and was added slowly to the reaction. After addition, the reaction was allowed to come to room temperature and was stirred for 3 hours. The mixture was poured into water (500 mL) and the solid collected, washed with water and then methanol. The p...